Task: describe an organic reaction: reactants, conditions, products, and yield. Dataset: the Open Reaction Database (ORD), a public repository of structured organic reaction records The reactants are CC(Cl)c1cccnc1, O=C(O)c1cccc(CC2OCCO2)c1. Reagents/catalysts: O=C([O-])[O-].[Cs+].[Cs+] (cesium carbonate), [I-].[K+] (potassium iodide). The solvent is CN(C)C=O (DMF), CN(C)C=O (dmf), CN(C)C=O (DMF). Conditions: temperature 70 celsius, time 16 hour. Yields the product CC(OC(=O)c1cccc(CC2OCCO2)c1)c1cccnc1. Starting materials: O (water), ClC(COC(NC1=C(C(=NO1)C)C)=O)(Cl)Cl (2,2,2-trichloroethyl(3,4-dimethylisoxazol-5-yl)carbamate), C1(=CC(=CC=C1)N1CCNCC1)C1=CC=CC=C1 (1-biphenyl-3-ylpiperazine), C(C)(C)N(CC)C(C)C (diisopropylethylamine). Solvent: CS(=O)C (dimethylsulfoxide). Yields the product C1(=CC(=CC=C1)N1CCN(CC1)C(=O)NC1=C(C(=NO1)C)C)C1=CC=CC=C1 (4-Biphenyl-3-yl-N-(3,4-dimethylisoxazol-5-yl)piperazine-1-carboxamide). Yield: 62.7%. Reaction SMILES: ClC(Cl)(Cl)CO[C:5](=[O:14])[NH:6][C:7]1[O:11][N:10]=[C:9]([CH3:12])[C:8]=1[CH3:13].[C:17]1([C:29]2[CH:34]=[CH:33][CH:32]=[CH:31][CH:30]=2)[CH:22]=[CH:21][CH:20]=[C:19]([N:23]2[CH2:28][CH2:27][NH:26][CH2:25][CH2:24]2)[CH:18]=1.C(N(C(C)C)CC)(C)C.O>CS(C)=O>[C:17]1([C:29]2[CH:30]=[CH:31][CH:32]=[CH:33][CH:34]=2)[CH:22]=[CH:21][CH:20]=[C:19]([N:23]2[CH2:24][CH2:25][N:26]([C:5]([NH:6][C:7]3[O:11][N:10]=[C:9]([CH3:12])[C:8]=3[CH3:13])=[O:14])[CH2:27][CH2:28]2)[CH:18]=1. Reported procedure: A mixed solution of 2,2,2-trichloroethyl(3,4-dimethylisoxazol-5-yl)carbamate (265 mg, 0.923 mmol), 1-biphenyl-3-ylpiperazine (200 mg, 0.839 mmol) and diisopropylethylamine (0.292 ml, 1.68 mmol) in dimethylsulfoxide (2.5 ml) was stirred at 70° C. for 14 hours. To the reaction solution was added water, and extracted with ethyl acetate. The extract was washed with water, dried over anhydrous magnesium sulfate, and the solvent was distilled away under reduce pressure. The residue was purified by sil... Reactants: CC(C)(C)OC(=O)NC1CCNC1, COC(=O)C1(c2ccc(C(=O)Cl)cc2)CC1, CCN(C(C)C)C(C)C, ClCCl, O. The product is COC(=O)C1(c2ccc(C(=O)N3CCC(NC(=O)OC(C)(C)C)C3)cc2)CC1. RXN SMILES: [C:17]([CH3:18])([CH3:19])([CH3:20])[O:21][C:22]([NH:23][CH:24]1[CH2:25][NH:26][CH2:27][CH2:28]1)=[O:29].[CH3:1][O:2][C:3](=[O:4])[C:5]1([c:8]2[cH:9][cH:10][c:11]([C:14](=[O:15])[Cl:16])[cH:12][cH:13]2)[CH2:6][CH2:7]1.[CH:30]([N:31]([CH2:32][CH3:33])[CH:34]([CH3:35])[CH3:36])([CH3:37])[CH3:38].[Cl:40][CH2:41][Cl:42].[OH2:39]>>[CH3:1][O:2][C:3](=[O:4])[C:5]1([c:8]2[cH:9][cH:10][c:11]([C:14](=[O:15])[N:26]3[CH2:25][CH:24]([NH:23][C:22]([O:21][C:17]([CH3:18])([CH3:19])[CH3:20])=[O:29])[CH2:28][CH2:27]3)[cH:12][cH:13]2)[CH2:6][CH2:7]1. Starting materials: C(C)(=O)NC1CNCC1 (3-acetamidopyrrolidine), O1CCOC2=C1C=CC(=C2)SC2=C(C=C(C=C2)C2=CC=NC=C2)C(F)(F)F (4-(4-(2,3-dihydro-benzo(1,4)dioxin-6-ylsulfanyl)-3-trifluoromethyl-phenyl)-pyridine), OC1CNCC1 (3-hydroxypyrrolidine). Product: title compound, O1CCOC2=C1C=CC(=C2)SC2=C(C=C(C=C2)C2=CC(=NC=C2)N2CC(CC2)NC(C)=O)C(F)(F)F (N-(1-(4-(4-(2,3-Dihydro-benzo(1,4)dioxin-6-ylsulfanyl)-3-trifluoromethyl-phenyl)-pyridin-2-yl)-pyrrolidin-3-yl)-acetamide). RXN SMILES: [O:1]1[C:6]2[CH:7]=[CH:8][C:9]([S:11][C:12]3[CH:17]=[CH:16][C:15]([C:18]4[CH:23]=[CH:22][N:21]=[CH:20][CH:19]=4)=[CH:14][C:13]=3[C:24]([F:27])([F:26])[F:25])=[CH:10][C:5]=2[O:4][CH2:3][CH2:2]1.OC1CCNC1.[C:34]([NH:37][CH:38]1[CH2:42][CH2:41][NH:40][CH2:39]1)(=[O:36])[CH3:35]>>[O:1]1[C:6]2[CH:7]=[CH:8][C:9]([S:11][C:12]3[CH:17]=[CH:16][C:15]([C:18]4[CH:19]=[CH:20][N:21]=[C:22]([N:40]5[CH2:41][CH2:42][CH:38]([NH:37][C:34](=[O:36])[CH3:35])[CH2:39]5)[CH:23]=4)=[CH:14][C:13]=3[C:24]([F:25])([F:26])[F:27])=[CH:10][C:5]=2[O:4][CH2:3][CH2:2]1. Reported procedure: The title compound was prepared according to the procedures of Example 38E, substituting compound 76 with compound 118 (0.033 g, 0.0779 mmol) and 3-hydroxypyrrolidine with 3-acetamidopyrrolidine. A yellow solid 124 was obtained (0.0369 g, 72%). 1H NMR (CDCl3, 400 MHz) δ 2.01 (s, 3H), 2.24-2.31 (m, 1H), 2.34-2.41 (m, 1H), 3.78-3.90 (m, 3H), 4.01-4.10 (m, 1H), 4.28-4.34 (m, 4H), 4.62-4.68 (m, 1H), 6.78 (s, 1H), 6.93-6.97 (m, 2H), 7.05 (dd, J=2.2 Hz, 8.4 Hz, 1H), 7.09-7.13 (m, 2H), 7.18 (br s, 1H),... Procedure: 5.0 g (0.03 mol) of 5-nitro-picolinic acid (Pharmazie 38 (1983), p. 593) and 4.87 g (0.03 mol) of carbonyidiimidazole were dissolved in 250 ml of THF and stirred at 60° for 3 hours. The mixture was subsequently treated with 5.75 g (0.03 mol) of 1-benzyl-4-hydroxy-piperidine, stirred at 0°-5° for 18 hrs., at room temperature for 3 hrs. and subsequently at 40° for 2 hrs. The reaction mixture was completely freed from solvent and the residue was chromatographed over neutral Alox (grade II) with dic... Yields the product [N+](=O)([O-])C=1C=CC(=NC1)C(=O)OC1CCN(CC1)CC1=CC=CC=C1 (1-benzyl-piperidin-4-yl 5-nitro-picolinate). Solvent: C1CCOC1 (THF). Reaction conditions: time 3 hour. As a reaction SMILES: [N+:1]([C:4]1[CH:5]=[CH:6][C:7]([C:10]([OH:12])=[O:11])=[N:8][CH:9]=1)([O-:3])=[O:2].C(N1C=CN=C1)(N1C=CN=C1)=O.[CH2:25]([N:32]1[CH2:37][CH2:36][CH:35](O)[CH2:34][CH2:33]1)[C:26]1[CH:31]=[CH:30][CH:29]=[CH:28][CH:27]=1>C1COCC1>[N+:1]([C:4]1[CH:5]=[CH:6][C:7]([C:10]([O:12][CH:35]2[CH2:34][CH2:33][N:32]([CH2:25][C:26]3[CH:31]=[CH:30][CH:29]=[CH:28][CH:27]=3)[CH2:37][CH2:36]2)=[O:11])=[N:8][CH:9]=1)([O-:3])=[O:2]. Reactants: [N+](=O)([O-])C=1C=CC(=NC1)C(=O)O (5-nitro-picolinic acid), C(=O)(N1C=NC=C1)N1C=NC=C1 (carbonyidiimidazole), C(C1=CC=CC=C1)N1CCC(CC1)O (1-benzyl-4-hydroxy-piperidine). The yield is 41.0%. Starting materials: IC1=C2C(=NC=C1)C=NN2C2CCN(CC2)C(=O)OC(C)(C)C (tert-Butyl 4-(7-iodo-1H-pyrazolo[4,3-b]pyridin-1-yl)piperidine-1-carboxylate), C1(=CC=CC=C1)P(C1=C(C2=CC=CC=C2C=C1)C1=C(C=CC2=CC=CC=C12)P(C1=CC=CC=C1)C1=CC=CC=C1)C1=CC=CC=C1 (2,2′-bis(diphenylphosphino)-1,1′-binaphthyl), FC1=C(C=C(C=C1)C)C1=NC=CC(=C1)N (2-(2-fluoro-5-methylphenyl)pyridin-4-amine), CC(C)([O-])C (t-butoxide), C1(=CC=CC=C1)P(C1=C(C2=CC=CC=C2C=C1)C1=C(C=CC2=CC=CC=C12)P(C1=CC=CC=C1)C1=CC=CC=C1)C1=CC=CC=C1 (2,2′-bis(diphenylphosphino)-1,1′-binaphthyl). The reagents and catalysts are C(C)(=O)[O-].[Pd+2].C(C)(=O)[O-] (Palladium(II) acetate). Run in O1CCOCC1 (dioxane), CO (methanol). Conditions: temperature 120 celsius. Yields the product FC1=C(C=C(C=C1)C)C1=NC=CC(=C1)NC1=C2C(=NC=C1)C=NN2C2CCNCC2 (N-(2-(2-fluoro-5-methylphenyl)pyridin-4-yl)-1-(piperidin-4-yl)-1H-pyrazolo[4,3-b]pyridin-7-amine). The yield is 63.0%. Reaction SMILES: I[C:2]1[CH:7]=[CH:6][N:5]=[C:4]2[CH:8]=[N:9][N:10]([CH:11]3[CH2:16][CH2:15][N:14](C(OC(C)(C)C)=O)[CH2:13][CH2:12]3)[C:3]=12.C1(P(C2C=CC=CC=2)C2C=CC3C(=CC=CC=3)C=2C2C3C(=CC=CC=3)C=CC=2P(C2C=CC=CC=2)C2C=CC=CC=2)C=CC=CC=1.[F:70][C:71]1[CH:76]=[CH:75][C:74]([CH3:77])=[CH:73][C:72]=1[C:78]1[CH:83]=[C:82]([NH2:84])[CH:81]=[CH:80][N:79]=1.CC(C)([O-])C>O1CCOCC1.CO.C([O-])(=O)C.[Pd+2].C([O-])(=O)C>[F:70][C:71]1[CH:76]=[CH:75][C:74]([CH3:77])=[CH:73][C:72]=1[C:78]1[CH:83]=[C:82]([NH:84][C:2]2[CH:7]=[CH:6][N:5]=[C:4]3[CH:8]=[N:9][N:10]([CH:11]4[CH2:12][CH2:13][NH:14][CH2:15][CH2:16]4)[C:3]=23)[CH:81]=[CH:80][N:79]=1 |f:6.7.8|. Procedure: tert-Butyl 4-(7-iodo-1H-pyrazolo[4,3-b]pyridin-1-yl)piperidine-1-carboxylate (57.0 mg, 0.067 mmol), 2,2′-bis(diphenylphosphino)-1,1′-binaphthyl (41.4 mg, 0.067 mmol), 2-(2-fluoro-5-methylphenyl)pyridin-4-amine (40.4 mg, 0.200 mmol) and t-butoxide (17.91 mg, 0.186 mmol) were dissolved in dioxane (3 mL) and sparged with N2. Palladium(II) acetate (29.9 mg, 0.133 mmol) and 2,2′-bis(diphenylphosphino)-1,1′-binaphthyl (41.4 mg, 0.067 mmol) were added next and the mixture was heated at 120° C. for 2 ho... Reactants: N(=NC(=O)OC(C)C)C(=O)OC(C)C (diisopropyl azodicarboxylate), NC1=NC=2CCCCC2C2=C1N=CN2CCCCO (4-(4-amino-6,7,8,9-tetrahydro-1H-imidazo[4,5-c]quinolin-1-yl)butan-1-ol), C1(=CC=CC=C1)P(C1=CC=CC=C1)C1=CC=CC=C1 (triphenylphosphine), ON1C(C=2C(C1=O)=CC=CC2)=O (N-hydroxyphthalimide). Run in O1CCCC1 (tetrahydrofuran). Conditions: time 5 hour. The product is NC1=NC=2CCCCC2C2=C1N=CN2CCCCON2C(C1=CC=CC=C1C2=O)=O (2-[4-(4amino-6,7,8,9-tetrahydro-1H-imidazo[4,5-c]quinolin-1-yl)butoxy]-1H-isoindole-1,3(2H)-dione). Yield: 38.9%. Reaction SMILES: [NH2:1][C:2]1[C:11]2[N:12]=[CH:13][N:14]([CH2:15][CH2:16][CH2:17][CH2:18][OH:19])[C:10]=2[C:9]2[CH2:8][CH2:7][CH2:6][CH2:5][C:4]=2[N:3]=1.C1(P(C2C=CC=CC=2)C2C=CC=CC=2)C=CC=CC=1.O[N:40]1[C:44](=[O:45])[C:43]2=[CH:46][CH:47]=[CH:48][CH:49]=[C:42]2[C:41]1=[O:50].N(C(OC(C)C)=O)=NC(OC(C)C)=O>O1CCCC1>[NH2:1][C:2]1[C:11]2[N:12]=[CH:13][N:14]([CH2:15][CH2:16][CH2:17][CH2:18][O:19][N:40]3[C:44](=[O:45])[C:43]4[C:42](=[CH:49][CH:48]=[CH:47][CH:46]=4)[C:41]3=[O:50])[C:10]=2[C:9]2[CH2:8][CH2:7][CH2:6][CH2:5][C:4]=2[N:3]=1. Reported procedure: A cloudy solution of 4-(4-amino-6,7,8,9-tetrahydro-1H-imidazo[4,5-c]quinolin-1-yl)butan-1-ol (1.0 g, 3.8 mmol), triphenylphosphine (1.49 g, 5.7 mmol) and N-hydroxyphthalimide (0.93 g, 5.7 mmol) in tetrahydrofuran (50 mL) was cooled to approximately 0° C.; then diisopropyl azodicarboxylate (1.33 mL, 6.8 mmol) was added dropwise. The reaction was allowed to warm to ambient temperature and was stirred for 5 hours. The solvent was removed under reduced pressure, and the resulting solid was purified ... Starting materials: ClC(Cl)Cl, [Cl-], [Cl-], Cl, COC(=O)CCC(=O)c1cccc(O)c1, [Zn+2]. The product is COC(=O)CCC(=O)c1ccc(CCl)c(O)c1. As a reaction SMILES: [CH:17]([Cl:18])([Cl:19])[Cl:20].[Cl-:21].[Cl-:23].[ClH:16].[OH:1][c:2]1[cH:3][c:4]([C:5](=[O:6])[CH2:7][CH2:8][C:9](=[O:10])[O:11][CH3:12])[cH:13][cH:14][cH:15]1.[Zn+2:22]>>[OH:1][c:2]1[cH:3][c:4]([C:5](=[O:6])[CH2:7][CH2:8][C:9](=[O:10])[O:11][CH3:12])[cH:13][cH:14][c:15]1[CH2:17][Cl:18]. Reactants: NCC1=NOC(=N1)C=1N=CN2C1CN(C(C1=C2C=CC=C1)=O)C (3-(3-aminomethyl-1,2,4-oxadiazol-5-yl)-5-methyl-5,6-dihydro-4H-imidazo[1,5-a][1,4]benzodiazepin-6-one), C(C1=CC=CC=C1)Br (benzyl bromide), C(C)N(C(C)C)C(C)C (N-ethyldiisopropylamine). The solvent is C(Cl)Cl (methylene chloride). The product is C(C1=CC=CC=C1)NCC1=NOC(=N1)C=1N=CN2C1CN(C(C1=C2C=CC=C1)=O)C (3-(3-benzylaminomethyl-1,2,4-oxadiazol-5-yl)-5-methyl-5,6-dihydro-4H-imidazo[1,5-a][1,4]benzodiazepin-6-one). As a reaction SMILES: [NH2:1][CH2:2][C:3]1[N:7]=[C:6]([C:8]2[N:9]=[CH:10][N:11]3[C:17]4[CH:18]=[CH:19][CH:20]=[CH:21][C:16]=4[C:15](=[O:22])[N:14]([CH3:23])[CH2:13][C:12]=23)[O:5][N:4]=1.[CH2:24](Br)[C:25]1[CH:30]=[CH:29][CH:28]=[CH:27][CH:26]=1.C(N(C(C)C)C(C)C)C>C(Cl)Cl>[CH2:24]([NH:1][CH2:2][C:3]1[N:7]=[C:6]([C:8]2[N:9]=[CH:10][N:11]3[C:17]4[CH:18]=[CH:19][CH:20]=[CH:21][C:16]=4[C:15](=[O:22])[N:14]([CH3:23])[CH2:13][C:12]=23)[O:5][N:4]=1)[C:25]1[CH:30]=[CH:29][CH:28]=[CH:27][CH:26]=1. Reported procedure: 0.93 g (3 mmol) of 3-(3-aminomethyl-1,2,4-oxadiazol-5-yl)-5-methyl-5,6-dihydro-4H-imidazo[1,5-a][1,4]benzodiazepin-6-one was stirred at room temperature overnight with 0.51 g (3 mmol) of benzyl bromide and 0.52 g (4 mmol) of N-ethyldiisopropylamine in 10 ml of methylene chloride. By evaporation of the solvent and chromatography of the residue on silica gel while eluting with ethyl acetate/methanol 6/1 there was obtained 3-(3-benzylaminomethyl-1,2,4-oxadiazol-5-yl)-5-methyl-5,6-dihydro-4H-imidazo... The reactants are CCOC(=O)Cc1cccc(Oc2ccc(Br)cc2CN2CCCC2=O)c1, C1COCCO1, [Li+], [OH-], O. The product is O=C(O)Cc1cccc(Oc2ccc(Br)cc2CN2CCCC2=O)c1. Reaction SMILES: [CH2:1]([CH3:2])[O:3][C:4]([CH2:5][c:6]1[cH:7][c:8]([O:12][c:13]2[c:14]([CH2:20][N:21]3[C:22](=[O:26])[CH2:23][CH2:24][CH2:25]3)[cH:15][c:16]([Br:19])[cH:17][cH:18]2)[cH:9][cH:10][cH:11]1)=[O:27].[CH2:30]1[O:31][CH2:32][CH2:33][O:34][CH2:35]1.[Li+:28].[OH-:29].[OH2:36]>>[O:3]=[C:4]([CH2:5][c:6]1[cH:7][c:8]([O:12][c:13]2[c:14]([CH2:20][N:21]3[C:22](=[O:26])[CH2:23][CH2:24][CH2:25]3)[cH:15][c:16]([Br:19])[cH:17][cH:18]2)[cH:9][cH:10][cH:11]1)[OH:27].